Task: describe an organic reaction: reactants, conditions, products, and yield. Dataset: the Open Reaction Database (ORD), a public repository of structured organic reaction records Starting materials: BrN1C(CCC1=O)=O (N-bromosuccinimide), C1(=CC(=CC=C1)CC(=O)O)C (m-Tolylacetic acid), C(C)(=O)OCCCC (butyl acetate). The reagents and catalysts are N(=NC(C#N)(C)C)C(C#N)(C)C (AIBN), N(=NC(C#N)(C)C)C(C#N)(C)C (AIBN). Solvent: C(C)#N (acetonitrile), C(C)#N (acetonitrile). Conditions: temperature 80 celsius, time 30 minute. The product is BrCC=1C=C(C=CC1)CC(=O)O ([3-(Bromomethyl)phenyl]acetic acid). Yield: 61.6%. Reaction SMILES: [C:1]1([CH3:11])[CH:6]=[CH:5][CH:4]=[C:3]([CH2:7][C:8]([OH:10])=[O:9])[CH:2]=1.[Br:12]N1C(=O)CCC1=O.C(OCCCC)(=O)C>C(#N)C.N(C(C)(C)C#N)=NC(C)(C)C#N>[Br:12][CH2:11][C:1]1[CH:2]=[C:3]([CH2:7][C:8]([OH:10])=[O:9])[CH:4]=[CH:5][CH:6]=1. Reported procedure: m-Tolylacetic acid (4.0 g, 26.64 mmol) and AIBN (α,α′-azobisisobutyronitrile) (0.044 g, 0.266 mmol) were dissolved in acetonitrile (11.9 g) and the solution was raised to 80° C. To this solution was dropped a solution of N-bromosuccinimide (4.98 g, 27.97 mmol) and AIBN (α,α′-azobisisobutyronitrile) (0.044 g, 0.266 mmol) in acetonitrile (32 g) for 1.5 hours. After stirring for 30 minutes the mixture was cooled to 50° C. and thereto was added butyl acetate (38.7 g). The mixture was concentrated to...